The task is: describe an organic reaction: reactants, conditions, products, and yield. This data is from the Open Reaction Database (ORD), a public repository of structured organic reaction records. Yields the product C(C(=C)C)(=O)OCCOC=C (2-vinyloxyethyl methacrylate). Run at temperature 80 celsius. The reactants are [OH-].[Na+] (sodium hydroxide), C(C(=C)C)(=O)[O-].[Na+] (sodium methacrylate), C(=C)OCCCl (2-chloroethyl vinyl ether), COC1=CC=C(C=C1)O (4-methoxyphenol). The solvent is O (water), C(Cl)(Cl)Cl (chloroform), CS(=O)C (dimethylsulfoxide). As a reaction SMILES: [C:1]([O-:6])(=[O:5])[C:2]([CH3:4])=[CH2:3].[Na+].COC1C=CC(O)=CC=1.[CH:17]([O:19][CH2:20][CH2:21]Cl)=[CH2:18].[OH-].[Na+]>CS(C)=O.O.C(Cl)(Cl)Cl>[C:1]([O:6][CH2:21][CH2:20][O:19][CH:17]=[CH2:18])(=[O:5])[C:2]([CH3:4])=[CH2:3] |f:0.1,4.5|. Procedure: 40 g of sodium methacrylate was suspended in 300 g of dimethylsulfoxide (DMSO) in a 2 L flask equipped with a mechanical stirrer, cold water condenser and heating mantle. 0.35 g of 4-methoxyphenol was added. The mixture was heated to 80° C. with stirring under a nitrogen blanket. During heating, 36 g of 2-chloroethyl vinyl ether was added over 30 minutes. The reaction was then maintained at 80° C. for 20 hr. After the reaction solution was cooled to room temperature, 0.45 g of sodium hydroxide d...